This data is from the Open Reaction Database (ORD), a public repository of structured organic reaction records. The task is: describe an organic reaction: reactants, conditions, products, and yield Starting materials: [Cl-].[K+] (potassium chloride), [OH-].[K+] (potassium hydroxide), [OH-].[K+] (potassium hydroxide), C(C)(=O)NC(C(=O)OCC)CC=1C=NC=CC1 (ethyl 2-(acetylamino)-3-(3-pyridyl)propanoate), C(C)#N (acetonitrile), [OH-].[K+] (potassium hydroxide). The solvent is C(C)(=O)OCC (ethyl acetate), O (water). Conditions: time 30 minute. Yields the product C(C)(=O)N[C@@H](C(=O)OCC)CC=1C=NC=CC1 (Ethyl (2R)-2-(acetylamino)-3-(3-pyridyl)propanoate). Reaction SMILES: [C:1]([NH:4][CH:5]([CH2:11][C:12]1[CH:13]=[N:14][CH:15]=[CH:16][CH:17]=1)[C:6]([O:8][CH2:9][CH3:10])=[O:7])(=[O:3])[CH3:2].[Cl-].[K+].C(#N)C.[OH-].[K+]>O.C(OCC)(=O)C>[C:1]([NH:4][C@H:5]([CH2:11][C:12]1[CH:13]=[N:14][CH:15]=[CH:16][CH:17]=1)[C:6]([O:8][CH2:9][CH3:10])=[O:7])(=[O:3])[CH3:2] |f:1.2,4.5|. Procedure details: A suspension of 54.7 g of ethyl 2-(acetylamino)-3-(3-pyridyl)propanoate in 420 cm3 of water, to which has been added 18.5 g of potassium chloride, is dissolved by adding 100 cm3 of acetonitrile. An orange-colored solution of neutral pH is obtained, 0.168 g of α-chymotrypsin is then added and the pH falls. Aqueous 2N potassium hydroxide solution is added dropwise, with stirring, to remain at a constant pH of 7.2. After 1 hour 30 min, with the pH showing little change, the mixture is stirred for 4... The reactants are CCOC(=O)CCC1CCC(C(C)(C)C)CC1, CO, CO, [K+], [OH-], O. Yields the product CC(C)(C)C1CCC(CCC(=O)O)CC1. As a reaction SMILES: [CH2:1]([CH3:2])[O:3][C:4]([CH2:5][CH2:6][CH:7]1[CH2:8][CH2:9][CH:10]([C:13]([CH3:14])([CH3:15])[CH3:16])[CH2:11][CH2:12]1)=[O:17].[CH3:20][OH:21].[CH3:22][OH:23].[K+:19].[OH-:18].[OH2:24]>>[O:3]=[C:4]([CH2:5][CH2:6][CH:7]1[CH2:8][CH2:9][CH:10]([C:13]([CH3:14])([CH3:15])[CH3:16])[CH2:11][CH2:12]1)[OH:17]. The reactants are NC1=C(C(=O)OC)C=C(C(=C1)N1CCN(CC1)C(=O)C=1C(=NOC1C)C1=C(C=CC=C1)OC)Cl (methyl 2-amino-5-chloro-4-(4-(3-(2-methoxyphenyl)-5-methylisoxazole-4-carbonyl)piperazin-1-yl)benzoate), CN(C1=CC=C(C(=O)Cl)C=C1)C (4-(dimethylamino)benzoyl chloride), C(C)(C)(C)N=P1(N(CCCN1C)C)N(CC)CC (2-tert-Butylimino-2-diethylamino-1,3-dimethyl-perhydro-1,3,2-diazaphosphorine). The reagents and catalysts are CN(C1=CC=NC=C1)C (N,N-dimethylpyridin-4-amine). The solvent is ClCCCl (DCE). Run at temperature 80 celsius, time 6 hour. Product: ClC=1C(=CC(=C(C(=O)OC)C1)NC(C1=CC=C(C=C1)N(C)C)=O)N1CCN(CC1)C(=O)C=1C(=NOC1C)C1=C(C=CC=C1)OC (methyl 5-chloro-2-(4-(dimethylamino)benzamido)-4-(4-(3-(2-methoxyphenyl)-5-methylisoxazole-4-carbonyl)piperazin-1-yl)benzoate). The yield is 69.4%. As a reaction SMILES: [NH2:1][C:2]1[CH:11]=[C:10]([N:12]2[CH2:17][CH2:16][N:15]([C:18]([C:20]3[C:21]([C:26]4[CH:31]=[CH:30][CH:29]=[CH:28][C:27]=4[O:32][CH3:33])=[N:22][O:23][C:24]=3[CH3:25])=[O:19])[CH2:14][CH2:13]2)[C:9]([Cl:34])=[CH:8][C:3]=1[C:4]([O:6][CH3:7])=[O:5].[CH3:35][N:36]([CH3:46])[C:37]1[CH:45]=[CH:44][C:40]([C:41](Cl)=[O:42])=[CH:39][CH:38]=1.C(N=P1(N(CC)CC)N(C)CCCN1C)(C)(C)C>CN(C)C1C=CN=CC=1.ClCCCl>[Cl:34][C:9]1[C:10]([N:12]2[CH2:13][CH2:14][N:15]([C:18]([C:20]3[C:21]([C:26]4[CH:31]=[CH:30][CH:29]=[CH:28][C:27]=4[O:32][CH3:33])=[N:22][O:23][C:24]=3[CH3:25])=[O:19])[CH2:16][CH2:17]2)=[CH:11][C:2]([NH:1][C:41](=[O:42])[C:40]2[CH:39]=[CH:38][C:37]([N:36]([CH3:35])[CH3:46])=[CH:45][CH:44]=2)=[C:3]([CH:8]=1)[C:4]([O:6][CH3:7])=[O:5]. Reported procedure: The reaction mixture of methyl 2-amino-5-chloro-4-(4-(3-(2-methoxyphenyl)-5-methylisoxazole-4-carbonyl)piperazin-1-yl)benzoate (27.5 mg, 0.057 mmol), 4-(dimethylamino)benzoyl chloride (52.1 mg, 0.284 mmol), N,N-dimethylpyridin-4-amine (0.693 mg, 5.67 μmol) and 2-tert-Butylimino-2-diethylamino-1,3-dimethyl-perhydro-1,3,2-diazaphosphorine (78 mg, 0.284 mmol) in DCE (1.5 mL) was stirred at 80° C. for 6 hours. The product was purified by preparative HPLC (0.1% TFA MeOH/H2O) to give 25 mg (49% yield)... The reactants are C(CCC)S(=O)(=O)Cl (butane sulfonic acid chloride), CN1CCOCC1 (NMM), crude product, Cl.NCC=1N=C(SC1)NC(=N)NCC1=C(C=CC=C1OC)OC (N-[4-(aminomethyl)-1,3-thiazole-2-yl]-N′-(2,6-dimethoxybenzyl)guanidine hydrochloride). Solvent: C1CCOC1 (THF). Yields the product COC1=C(CNC(=N)NC=2SC=C(N2)CNS(=O)(=O)CCCC)C(=CC=C1)OC (N-[(2-{[[(2,6-dimethoxybenzyl)amino](imino)methyl]amino}-1,3-thiazole-4-yl)methyl]butane-1-sulfonamide). As a reaction SMILES: Cl.[NH2:2][CH2:3][C:4]1[N:5]=[C:6]([NH:9][C:10]([NH:12][CH2:13][C:14]2[C:19]([O:20][CH3:21])=[CH:18][CH:17]=[CH:16][C:15]=2[O:22][CH3:23])=[NH:11])[S:7][CH:8]=1.[CH2:24]([S:28](Cl)(=[O:30])=[O:29])[CH2:25][CH2:26][CH3:27].CN1CCOCC1>C1COCC1>[CH3:21][O:20][C:19]1[CH:18]=[CH:17][CH:16]=[C:15]([O:22][CH3:23])[C:14]=1[CH2:13][NH:12][C:10]([NH:9][C:6]1[S:7][CH:8]=[C:4]([CH2:3][NH:2][S:28]([CH2:24][CH2:25][CH2:26][CH3:27])(=[O:30])=[O:29])[N:5]=1)=[NH:11] |f:0.1|. Procedure details: Reaction of 100 mg (0.33 mmol) N-[4-(aminomethyl)-1,3-thiazole-2-yl]-N′-(2,6-dimethoxybenzyl)guanidine hydrochloride, Example 154 free base, with 60.4 mg butane sulfonic acid chloride in 5 ml THF with addition of 480 mg polymer-bound NMM (1.7 mmol/g; Argonaut) and chromatography of the crude product on silica gel dichloromethane/methanol 0-2%) yielded 46 mg; ESI-MS [M+H+]=442.05.